This data is from the Open Reaction Database (ORD), a public repository of structured organic reaction records. The task is: describe an organic reaction: reactants, conditions, products, and yield Conditions: time 18 hour. The solvent is CC(CC)=O (2-butanone), CC(CC)=O (2-butanone). Procedure: A mixture of 15 g. of sodium iodide in 100 ml. of 2-butanone is stirred at the reflux temperature for 30 minutes. To the cooled mixture is added 12 g. of 1-chloro-3-hydroxy-4-octyne in 150 ml. of 2-butanone. The resulting mixture is stirred at the reflux temperature for 18 hours then cooled and filtered. The mother liquor is taken to dryness and the residue is triturated with benzene and filtered. The benzene is taken to dryness to give the subject product as an oil. The material is shown to be ... The product is OC(CCI)C#CCCC (3-hydroxy-1-iodo-4-octyne). Reactants: [I-].[Na+] (sodium iodide), ClCCC(C#CCCC)O (1-chloro-3-hydroxy-4-octyne). Reaction SMILES: [I-:1].[Na+].Cl[CH2:4][CH2:5][CH:6]([OH:12])[C:7]#[C:8][CH2:9][CH2:10][CH3:11]>CC(=O)CC>[OH:12][CH:6]([C:7]#[C:8][CH2:9][CH2:10][CH3:11])[CH2:5][CH2:4][I:1] |f:0.1|. Starting materials: N1=CC=C(C2=CC=CC=C12)C(=O)O (4-quinolinecarboxylic acid), S(=O)(Cl)Cl (thionyl chloride). Run in ClCCl (Dichloromethane). Reaction conditions: time 1 hour. Product: Cl.N1=CC=C(C2=CC=CC=C12)C(=O)Cl (4-quinolinecarboxylic acid chloride hydrochloride). Isolated yield 87.4%. Reaction SMILES: [N:1]1[C:10]2[C:5](=[CH:6][CH:7]=[CH:8][CH:9]=2)[C:4]([C:11]([OH:13])=O)=[CH:3][CH:2]=1.S(Cl)([Cl:16])=O>ClCCl>[ClH:16].[N:1]1[C:10]2[C:5](=[CH:6][CH:7]=[CH:8][CH:9]=2)[C:4]([C:11]([Cl:16])=[O:13])=[CH:3][CH:2]=1 |f:3.4|. Procedure details: To 4-quinolinecarboxylic acid (5.0 g, 29.1 mmol) at 0° C. under argon was added thionyl chloride (20.0 ml, 0.27 mol). The reaction mixture was slowly warmed to room temperature and stirred for 1 hour. Dichloromethane (100 ml) was added and the reaction mixture was refluxed for 3 hours. The solvents were removed by distillation and the residue was dried at 130° C. in high vacuum to afford 5.8 g (87%) of 4-quinolinecarboxylic acid chloride hydrochloride as a green crystals, m.p. 249°-251° C. The reactants are COC(CC1=CC(=CC=C1)Br)=O ((3-Bromo-phenyl)acetic acid methyl ester), C([O-])(O)=O.[Na+] (sodium bicarbonate), C(C)C(C=CC1=C(C=C(C=C1)C(CC)(C1=CC=C(C=C1)B1OC(C(O1)(C)C)(C)C)CC)C)(CC)O (3-ethyl-1-(4-{1-ethyl-1-[4-(4,4,5,5-tetramethyl-[1,3,2]dioxaborolan-2-yl)-phenyl]-propyl}-2-methyl-phenyl)-1-penten-3-ol), C1(CCCCC1)P(C1=C(C=CC=C1)C1=C(C=CC=C1OC)OC)C1CCCCC1 (2-dicyclohexylphosphino-2′,6′-dimethoxy-1,1′-biphenyl), P(=O)([O-])([O-])[O-].[K+].[K+].[K+] (potassium phosphate). The reagents and catalysts are C(C)(=O)[O-].[Pd+2].C(C)(=O)[O-] (palladium acetate). The solvent is O (water), C1(=CC=CC=C1)C (toluene). Reaction conditions: temperature 100 celsius, time 2.5 hour. Yields the product COC(CC=1C=C(C=CC1)C1=CC=C(C=C1)C(CC)(C1=CC(=C(C=C1)\C=C\C(CC)(O)CC)C)CC)=O ((4′-{1-ethyl-1-[4-((E)-3-ethyl-3-hydroxy-1-pentenyl)-3-methyl-phenyl]-propyl}-biphenyl-3-yl)-acetic Acid Methyl Ester). The yield is 81.3%. RXN SMILES: [CH3:1][O:2][C:3](=[O:12])[CH2:4][C:5]1[CH:10]=[CH:9][CH:8]=[C:7](Br)[CH:6]=1.C1(P(C2CCCCC2)C2C=CC=CC=2C2C(OC)=CC=CC=2OC)CCCCC1.P([O-])([O-])([O-])=O.[K+].[K+].[K+].[CH2:50]([C:52]([OH:84])([CH2:82][CH3:83])[CH:53]=[CH:54][C:55]1[CH:60]=[CH:59][C:58]([C:61]([CH2:79][CH3:80])([C:64]2[CH:69]=[CH:68][C:67](B3OC(C)(C)C(C)(C)O3)=[CH:66][CH:65]=2)[CH2:62][CH3:63])=[CH:57][C:56]=1[CH3:81])[CH3:51].C(=O)(O)[O-].[Na+]>C1(C)C=CC=CC=1.C([O-])(=O)C.[Pd+2].C([O-])(=O)C.O>[CH3:1][O:2][C:3](=[O:12])[CH2:4][C:5]1[CH:6]=[C:7]([C:67]2[CH:66]=[CH:65][C:64]([C:61]([CH2:79][CH3:80])([C:58]3[CH:59]=[CH:60][C:55](/[CH:54]=[CH:53]/[C:52]([CH2:82][CH3:83])([OH:84])[CH2:50][CH3:51])=[C:56]([CH3:81])[CH:57]=3)[CH2:62][CH3:63])=[CH:69][CH:68]=2)[CH:8]=[CH:9][CH:10]=1 |f:2.3.4.5,7.8,10.11.12|. Procedure: (3-Bromo-phenyl)acetic acid methyl ester (Tetrahedron Letters 44 (2003) 331-334; 26 mg, 0.114 mmol), palladium acetate (1.8 mg, 0.008 mmol), 2-dicyclohexylphosphino-2′,6′-dimethoxy-1,1′-biphenyl (6.2 mg, 0.015 mmol), potassium phosphate (48 mg, 0.228 mmol) and water (0.2 mL) were added to a solution of 3-ethyl-1-(4-{1-ethyl-1-[4-(4,4,5,5-tetramethyl-[1,3,2]dioxaborolan-2-yl)-phenyl]-propyl}-2-methyl-phenyl)-1-penten-3-ol (Example 39-(5); 36.3 mg, 0.076 mmol) in toluene (2 mL). After replacement ...